This data is from the Open Reaction Database (ORD), a public repository of structured organic reaction records. The task is: describe an organic reaction: reactants, conditions, products, and yield The reactants are C[C@]12CC[C@@H]3C=4C=CC(=CC4CC[C@H]3[C@@H]1CCC2=O)O (estrone), II, C[C@]12CC[C@@H]3C=4C=CC(=CC4CC[C@H]3[C@@H]1CCC2=O)O (estrone), NCC(=O)O.[OH-].[Na+] (glycine sodium hydroxide). The product is CC1=CC(=O)OC2=C1C=CC(=C2)O (4-methylumbelliferone). RXN SMILES: C[C@@]12C(=O)CC[C@H]1[C@H]1[C@@H:5]([C:6]3[CH:7]=[CH:8][C:9]([OH:20])=[CH:10][C:11]=3CC1)[CH2:4]C2.N[CH2:22][C:23]([OH:25])=[O:24].[OH-].[Na+]>>[CH3:4][C:5]1[C:6]2[CH:7]=[CH:8][C:9]([OH:20])=[CH:10][C:11]=2[O:25][C:23](=[O:24])[CH:22]=1 |f:1.2.3|. Procedure details: 4-Methylumbelliferyl sulfate (final concentration 0.3 mmol/L), recombinant human estrone sulfatase (7.8 ng/well) and an estra-1,3,5(10)-triene derivative of each test concentration (the estra-1,3,5(10)-triene derivative was dissolved in 0.001 mL of DMSO) were added to a phosphate buffer (pH 7.5, final volume 0.1 mL) containing 0.28 mol/L of sucrose and 0.04 mol/L of nicotinamide, and the mixture was subjected to enzymatic reaction at 37° C. for 1 hour. The recombinant human estrone sulfatase use...